Dataset: the Open Reaction Database (ORD), a public repository of structured organic reaction records. Task: describe an organic reaction: reactants, conditions, products, and yield Reactants: Cc1cc(Br)ccc1O, CC(=O)O, Cl, [Na+], O=C([O-])O, O=[N+]([O-])O. Product: Cc1cc(Br)cc(N)c1O. Reaction SMILES: [Br:5][c:6]1[cH:7][c:8]([CH3:13])[c:9]([OH:12])[cH:10][cH:11]1.[C:20]([OH:21])(=[O:22])[CH3:23].[ClH:19].[Na+:18].[O-:14][C:15]([OH:16])=[O:17].[OH:1][N+:2](=[O:3])[O-:4]>>[NH2:2][c:10]1[c:9]([OH:12])[c:8]([CH3:13])[cH:7][c:6]([Br:5])[cH:11]1.